Dataset: the Open Reaction Database (ORD), a public repository of structured organic reaction records. Task: describe an organic reaction: reactants, conditions, products, and yield Starting materials: C[C@]12CC[C@H]3C(=CC(=O)[C@H]4[C@@]3(C[C@@H]([C@@H](C4)O)O)C)[C@@]1(CC[C@@H]2[C@](C)([C@@H](CCC(C)(C)O)O)O)O (20-Hydroxyecdysone), C[C@]12C[C@H]([C@H]3C(=CC(=O)[C@H]4[C@@]3(C[C@@H]([C@@H](C4)O)O)C)[C@@]1(CC[C@@H]2[C@](C)([C@@H](CCC(C)(C)O)O)O)O)O (turkesterone). Yields the product C[C@]12CC[C@H]3C(=CC(=O)[C@H]4[C@@]3(C[C@@H]([C@@H](C4)O)O)C)[C@@]1(CC[C@@H]2[C@](C)([C@@H](CCC(C)(C)O)O)O)O (20-Hydroxyecdysone), steroids, CC(C)CC[C@H]([C@@](C)([C@H]1CC[C@@]2([C@@]1(CC[C@H]3C2=CC(=O)[C@H]4[C@@]3(C[C@@H]([C@@H](C4)O)O)C)C)O)O)O (ponasterone A). As a reaction SMILES: [CH3:1][C@@:2]12[C@@H:22]([C@@:23]([OH:33])([C@H:25]([OH:32])[CH2:26][CH2:27][C:28]([OH:31])([CH3:30])[CH3:29])[CH3:24])[CH2:21][CH2:20][C@@:19]1([OH:34])[C:6]1=[CH:7][C:8]([C@@H:10]3[CH2:15][C@@H:14]([OH:16])[C@@H:13]([OH:17])[CH2:12][C@:11]3([CH3:18])[C@H:5]1[CH2:4][CH2:3]2)=[O:9].[CH3:35][C@@:36]12[C@@H:56]([C@@:57]([OH:67])([C@H:59]([OH:66])[CH2:60][CH2:61][C:62](O)([CH3:64])[CH3:63])[CH3:58])[CH2:55][CH2:54][C@@:53]1([OH:68])[C:40]1=[CH:41][C:42]([C@@H:44]3[CH2:49][C@@H:48]([OH:50])[C@@H:47]([OH:51])[CH2:46][C@:45]3([CH3:52])[C@H:39]1[C@H:38](O)[CH2:37]2)=[O:43]>>[CH3:1][C@@:2]12[C@@H:22]([C@@:23]([OH:33])([C@H:25]([OH:32])[CH2:26][CH2:27][C:28]([OH:31])([CH3:29])[CH3:30])[CH3:24])[CH2:21][CH2:20][C@@:19]1([OH:34])[C:6]1=[CH:7][C:8]([C@@H:10]3[CH2:15][C@@H:14]([OH:16])[C@@H:13]([OH:17])[CH2:12][C@:11]3([CH3:18])[C@H:5]1[CH2:4][CH2:3]2)=[O:9].[CH3:64][CH:62]([CH2:61][CH2:60][C@@H:59]([OH:66])[C@:57]([OH:67])([C@@H:56]1[C@@:36]2([CH3:35])[CH2:37][CH2:38][C@@H:39]3[C@@:45]4([CH3:52])[CH2:46][C@H:47]([OH:51])[C@H:48]([OH:50])[CH2:49][C@H:44]4[C:42](=[O:43])[CH:41]=[C:40]3[C@:53]2([OH:68])[CH2:54][CH2:55]1)[CH3:58])[CH3:63]. Reported procedure: Semi-synthetic steroids 20E 2-methyl ether, 20E 3-methyl ether, 20E 22-methyl ether, 20E 2,22-dimethyl ether, 20E 3,33-dimethyl ether, 20E 2,3,14,22-tetramethyl ether, 20-hydroxyecdysone 22-O-pyrrole carboxylate, and turkesterone-11 alpha propionate, turkesterone-11 alpha hexanoate, turkesterone-11 alpha decanoate were prepared from 20E or turkesterone. The remaining steroids were isolated from plant materials, except for ponasterone A which was also synthesised from 20-hydroxyecdysone. Murister... The reactants are ClC1=CC=2C(N=C1)=CN(N2)CC(C)(C#N)NC(C2=CC=C(C=C2)OC(F)(F)F)=O (N-[2-(6-Chloro-2H-pyrazolo[4,3-b]pyridin-2-yl)-1-cyano-1-methylethyl]-4-trifluoromethoxybenzamide), BrN1C(CCC1=O)=O (N-bromosuccinimide). The solvent is C(C)#N (acetonitrile). Conditions: temperature 60 celsius. Product: BrC=1N(N=C2C1N=CC(=C2)Cl)CC(C)(C#N)NC(C2=CC=C(C=C2)OC(F)(F)F)=O (N-[2-(3-Bromo-6-chloro-2H-pyrazolo[4,3-b]pyridin-2-yl)-1-cyano-1-methylethyl]-4-trifluoromethoxybenzamide). The yield is 78.6%. RXN SMILES: [Cl:1][C:2]1[CH:7]=[N:6][C:5]2=[CH:8][N:9]([CH2:11][C:12]([NH:16][C:17](=[O:29])[C:18]3[CH:23]=[CH:22][C:21]([O:24][C:25]([F:28])([F:27])[F:26])=[CH:20][CH:19]=3)([C:14]#[N:15])[CH3:13])[N:10]=[C:4]2[CH:3]=1.[Br:30]N1C(=O)CCC1=O>C(#N)C>[Br:30][C:8]1[N:9]([CH2:11][C:12]([NH:16][C:17](=[O:29])[C:18]2[CH:23]=[CH:22][C:21]([O:24][C:25]([F:26])([F:27])[F:28])=[CH:20][CH:19]=2)([C:14]#[N:15])[CH3:13])[N:10]=[C:4]2[CH:3]=[C:2]([Cl:1])[CH:7]=[N:6][C:5]=12. Procedure: A mixture of N-[2-(6-Chloro-2H-pyrazolo[4,3-b]pyridin-2-yl)-1-cyano-1-methylethyl]-4-trifluoromethoxybenzamide (134 mg described in Example 155) and N-bromosuccinimide (68 mg) in acetonitrile (3.5 mL) was heated to 60° C. overnight. The mixture was concentrated under reduced pressure to yield a residue that was purified by chromatography (SiO2, heptane/EA) to afford the title compound as a white solid (125 mg, 80%). MS (ES): M/Z [M+H]=502. 1H NMR: (400 MHz, DMSO-d6): 1.78 (s, 3H), 5.10-5.22 (m, ... The reactants are [OH-].[Na+] (sodium hydroxide), COC1=C(C=CC(=C1)OC)C(CCCCC)C(C(=O)OCC)C(=O)OCC (diethyl 2-[1-(2,4-dimethoxy-phenyl)hexyl]malonate). The solvent is O (water), C(C)O (ethanol). The product is COC1=C(C=CC(=C1)OC)C(CCCCC)C(C(=O)O)C(=O)O (2-[1-(2,4-Dimethoxyphenyl)hexyl]malonic acid). Isolated yield 92.1%. RXN SMILES: [OH-].[Na+].[CH3:3][O:4][C:5]1[CH:10]=[C:9]([O:11][CH3:12])[CH:8]=[CH:7][C:6]=1[CH:13]([CH:19]([C:25]([O:27]CC)=[O:26])[C:20]([O:22]CC)=[O:21])[CH2:14][CH2:15][CH2:16][CH2:17][CH3:18]>O.C(O)C>[CH3:3][O:4][C:5]1[CH:10]=[C:9]([O:11][CH3:12])[CH:8]=[CH:7][C:6]=1[CH:13]([CH:19]([C:20]([OH:22])=[O:21])[C:25]([OH:27])=[O:26])[CH2:14][CH2:15][CH2:16][CH2:17][CH3:18] |f:0.1|. Reported procedure: A solution of 4.40 g (110 mmol) of sodium hydroxide in 14 ml of water was added to a solution of 8.37 g (22.0 mmol) of diethyl 2-[1-(2,4-dimethoxy-phenyl)hexyl]malonate (prepared as described in Preparation 2) in 50ml of ethanol, and the resulting mixture was heated under reflux for 2.5 hours. At the end of this time, the reaction mixture was allowed to cool to room temperature, after which it was freed from ethanol by evaporation under reduced pressure. The resulting residue was acidified with ...